This data is from the Open Reaction Database (ORD), a public repository of structured organic reaction records. The task is: describe an organic reaction: reactants, conditions, products, and yield RXN SMILES: [CH2:15]=[O:16].[CH3:18][C:19]([O-:20])=[O:21].[CH3:24][C:25](=[O:26])[OH:27].[Cl:28][CH2:29][Cl:30].[Na+:17].[Na+:23].[OH-:22].[n:1]1[c:2]([C:10](=[O:11])[O:12][CH2:13][CH3:14])[cH:3][n:4]2[c:5]1[cH:6][cH:7][cH:8][cH:9]2>>[n:1]1[c:2]([C:10](=[O:11])[O:12][CH2:13][CH3:14])[c:3]([CH2:19][OH:20])[n:4]2[c:5]1[cH:6][cH:7][cH:8][cH:9]2. Reactants: C=O, CC(=O)[O-], CC(=O)O, ClCCl, [Na+], [Na+], [OH-], CCOC(=O)c1cn2ccccc2n1. The product is CCOC(=O)c1nc2ccccn2c1CO. The reactants are CC(C)C[Al](CC(C)C)c1ccc(C(F)(F)F)cc1 (effective_coupling_partner), CCN(CC)C(=O)Oc2ccc1ccccc1c2 (substrate). Reagents/catalysts: PCy3. Conditions: temperature 50 celsius, time 24 hour. Yields the product FC(F)(F)c3ccc(c2ccc1ccccc1c2)cc3.